Dataset: the Open Reaction Database (ORD), a public repository of structured organic reaction records. Task: describe an organic reaction: reactants, conditions, products, and yield The reactants are CCC(C)Br, O=Cc1ccc(Br)cc1, C1CCOC1, Cl, [Mg], O. The product is CCC(C)C(O)c1ccc(Br)cc1. Reaction SMILES: [Br:1][CH:2]([CH3:3])[CH2:4][CH3:5].[Br:7][c:8]1[cH:9][cH:10][c:11]([CH:12]=[O:13])[cH:14][cH:15]1.[CH2:17]1[O:18][CH2:19][CH2:20][CH2:21]1.[ClH:16].[Mg:6].[OH2:22]>>[CH:2]([CH3:3])([CH2:4][CH3:5])[CH:12]([c:11]1[cH:10][cH:9][c:8]([Br:7])[cH:15][cH:14]1)[OH:13]. Reactants: C(O)([O-])=O.[Na+] (sodium hydrogen carbonate), CC(C)C1=CC=C(C(=O)OC)C=C1 (methyl 4-(1-methylethyl)benzoate), O.NN (hydrazine monohydrate), C1(=CC=CC=C1)C (toluene). Solvent: CO (methanol). Conditions: temperature 120 celsius. Product: CC(C)C1=CC=C(C(=O)NN)C=C1 (4-(1-methylethyl)benzohydrazide). Yield: 92.2%. RXN SMILES: [CH3:1][CH:2]([C:4]1[CH:13]=[CH:12][C:7]([C:8](OC)=[O:9])=[CH:6][CH:5]=1)[CH3:3].O.[NH2:15][NH2:16].C1(C)C=CC=CC=1.C(=O)([O-])O.[Na+]>CO>[CH3:1][CH:2]([C:4]1[CH:13]=[CH:12][C:7]([C:8]([NH:15][NH2:16])=[O:9])=[CH:6][CH:5]=1)[CH3:3] |f:1.2,4.5|. Procedure details: A mixture of methyl 4-(1-methylethyl)benzoate (10 g) and hydrazine monohydrate (5.62 g) in methanol (50 mL) was heated under reflux overnight. To the reaction mixture was added toluene (50 mL), and the mixture was heated at 120° C. overnight. The reaction mixture was added to a saturated aqueous sodium hydrogen carbonate solution, and the mixture was extracted with ethyl acetate. The organic layer was washed with saturated brine, dried over anhydrous magnesium sulfate and concentrated under redu... Reactants: CO, CCCn1c(=O)c(N=O)c(N)n(CC)c1=O. The product is CCCn1c(=O)c(N)c(N)n(CC)c1=O. Reaction SMILES: [CH3:17][OH:18].[NH2:1][c:2]1[c:3]([N:15]=[O:16])[c:4](=[O:14])[n:5]([CH2:11][CH2:12][CH3:13])[c:6](=[O:10])[n:7]1[CH2:8][CH3:9]>>[NH2:1][c:2]1[c:3]([NH2:15])[c:4](=[O:14])[n:5]([CH2:11][CH2:12][CH3:13])[c:6](=[O:10])[n:7]1[CH2:8][CH3:9]. Reactants: CC(=O)c1ccc2c(c1)C(C)(C)CCC2(C)C, [Cl-], Cl, [NH3+]O, c1ccncc1. The product is CC(=NO)c1ccc2c(c1)C(C)(C)CCC2(C)C. As a reaction SMILES: [C:1]([CH3:2])(=[O:3])[c:4]1[cH:5][c:6]2[c:11]([cH:12][cH:13]1)[C:10]([CH3:14])([CH3:15])[CH2:9][CH2:8][C:7]2([CH3:16])[CH3:17].[Cl-:18].[ClH:21].[OH:19][NH3+:20].[cH:22]1[cH:23][cH:24][n:25][cH:26][cH:27]1>>[C:1]([CH3:2])([c:4]1[cH:5][c:6]2[c:11]([cH:12][cH:13]1)[C:10]([CH3:14])([CH3:15])[CH2:9][CH2:8][C:7]2([CH3:16])[CH3:17])=[N:20][OH:19].